From a dataset of the Open Reaction Database (ORD), a public repository of structured organic reaction records. describe an organic reaction: reactants, conditions, products, and yield Reactants: COC(C1=C(C=CC(=C1)C#N)CN1C(CCCC1C1=NC=CC=C1Cl)C1=NC=CC=C1Cl)=O (5-cyano-2-(3,3″-dichloro-3′,4′,5′,6′-tetrahydro-2′H-[2,2′;6′,2″]terpyridin-1′-ylmethyl)-benzoic acid methyl ester), [Li+].[BH4-] (LiBH4). Solvent: C1CCOC1 (THF), CO (MeOH), [OH-].[Na+] (NaOH). Reaction conditions: time 3.5 hour. The product is ClC=1C(=NC=CC1)C1N(C(CCC1)C1=NC=CC=C1Cl)CC1=C(C=C(C#N)C=C1)CO (4-(3,3″-Dichloro-3′,4′,5′,6′-tetrahydro-2′H-[2,2′;6′,2″]terpyridin-1′-ylmethyl)-3-hydroxymethyl-benzonitrile). Yield: 99.6%. As a reaction SMILES: C[O:2][C:3](=O)[C:4]1[CH:9]=[C:8]([C:10]#[N:11])[CH:7]=[CH:6][C:5]=1[CH2:12][N:13]1[CH:18]([C:19]2[C:24]([Cl:25])=[CH:23][CH:22]=[CH:21][N:20]=2)[CH2:17][CH2:16][CH2:15][CH:14]1[C:26]1[C:31]([Cl:32])=[CH:30][CH:29]=[CH:28][N:27]=1.[Li+].[BH4-]>C1COCC1.CO.[OH-].[Na+]>[Cl:32][C:31]1[C:26]([CH:14]2[CH2:15][CH2:16][CH2:17][CH:18]([C:19]3[C:24]([Cl:25])=[CH:23][CH:22]=[CH:21][N:20]=3)[N:13]2[CH2:12][C:5]2[CH:6]=[CH:7][C:8]([C:10]#[N:11])=[CH:9][C:4]=2[CH2:3][OH:2])=[N:27][CH:28]=[CH:29][CH:30]=1 |f:1.2,5.6|. Reported procedure: To a cold (0° C.) solution of 5-cyano-2-(3,3″-dichloro-3′,4′,5′,6′-tetrahydro-2′H-[2,2′;6′,2″]terpyridin-1′-ylmethyl)-benzoic acid methyl ester (391 mg, 0.813 mmol) in THF (4 mL) and MeOH (4 mL) was added LiBH4 (88 mg, 4.1 mmol), and the mixture was warmed to room temperature and stirred for 3.5 h. The mixture was diluted with 1.0 N NaOH (20 mL) and extracted with CH2Cl2 (4×10 mL). The combined organic extracts were dried (Na2SO4), filtered, and concentrated in vacuo to provide 4-(3,3″-Dichloro-...